From a dataset of the Open Reaction Database (ORD), a public repository of structured organic reaction records. describe an organic reaction: reactants, conditions, products, and yield The reactants are CC(=O)N(CC(CO)O)C=1C(=C(C(=C(C1I)C(=O)NCC(CO)O)I)C(=O)NCC(CO)O)I (Iohexol), CC(=O)N(CC(CN(C=1C(=C(C(=C(C1I)C(=O)NCC(CO)O)I)C(=O)NCC(CO)O)I)C(=O)C)O)C=2C(=C(C(=C(C2I)C(=O)NCC(CO)O)I)C(=O)NCC(CO)O)I (Iodixanol), NC=1C(=C(C(=C(C(=O)NCC(CO)O)C1I)I)C(=O)NCC(CO)O)I (5-amino-N,N′-bis(2,3-dihydroxypropyl)-2,4,6-triiodoisophthalamide), NC=1C(=C(C(=C(C(=O)NCC(CO)O)C1I)I)C(=O)NCC(CO)O)I (5-amino-N,N′-bis(2,3-dihydroxypropyl)-2,4,6-triiodoisophthalamide). Product: C(C)(=O)NC=1C(=C(C(=C(C(=O)NCC(CO)O)C1I)I)C(=O)NCC(CO)O)I (5-acetylamino-N,N′-bis(2,3-dihydroxypropyl)-2,4,6-triiodoisophthalamide). RXN SMILES: [CH3:1][C:2]([N:4]([C:10]1[C:11]([I:34])=[C:12]([C:26]([NH:28][CH2:29][CH:30]([OH:33])[CH2:31][OH:32])=[O:27])[C:13]([I:25])=[C:14]([C:17]([NH:19][CH2:20][CH:21]([OH:24])[CH2:22][OH:23])=[O:18])[C:15]=1[I:16])CC(O)CO)=[O:3].CC(N(C1C(I)=C(C(NCC(O)CO)=O)C(I)=C(C(NCC(O)CO)=O)C=1I)CC(O)CN(C(C)=O)C1C(I)=C(C(NCC(O)CO)=O)C(I)=C(C(NCC(O)CO)=O)C=1I)=O.NC1C(I)=C(C(NCC(O)CO)=O)C(I)=C(C=1I)C(NCC(O)CO)=O>>[C:2]([NH:4][C:10]1[C:15]([I:16])=[C:14]([C:17]([NH:19][CH2:20][CH:21]([OH:24])[CH2:22][OH:23])=[O:18])[C:13]([I:25])=[C:12]([C:11]=1[I:34])[C:26]([NH:28][CH2:29][CH:30]([OH:33])[CH2:31][OH:32])=[O:27])(=[O:3])[CH3:1]. Procedure details: In the acetylation step of the industrial scale synthesis of Iohexol and Iodixanol, 5-amino-N,N′-bis(2,3-dihydroxypropyl)-2,4,6-triiodoisophthalamide (Compound B) is acetylated to produce 5-acetylamino-N,N′-bis(2,3-dihydroxypropyl)-2,4,6-triiodoisophthalamide (Compound A) using acetic anhydride as the acetylating reagent. We have now found that Compound A can be prepared from Compound B in an optimized process wherein the generation of certain impurities is significantly reduced. The reactants are CN, CS(C)=O, Cc1ccc(Oc2ccc(Nc3ncnc4ccc(C#CCNC(=O)Oc5ccccc5)cc34)cc2Cl)cn1. Yields the product CNC(=O)NCC#Cc1ccc2ncnc(Nc3ccc(Oc4ccc(C)nc4)c(Cl)c3)c2c1. Reaction SMILES: [CH3:40][NH2:41].[CH3:42][S:43]([CH3:44])=[O:45].[c:1]1([O:7][C:8](=[O:2])[NH:9][CH2:10][C:11]#[C:12][c:13]2[cH:14][c:15]3[c:16]([NH:23][c:24]4[cH:25][c:26]([Cl:38])[c:27]([O:30][c:31]5[cH:32][n:33][c:34]([CH3:37])[cH:35][cH:36]5)[cH:28][cH:29]4)[n:17][cH:18][n:19][c:20]3[cH:21][cH:22]2)[cH:3][cH:4][cH:5][cH:6][cH:39]1>>[O:7]=[C:8]([NH:9][CH2:10][C:11]#[C:12][c:13]1[cH:14][c:15]2[c:16]([NH:23][c:24]3[cH:25][c:26]([Cl:38])[c:27]([O:30][c:31]4[cH:32][n:33][c:34]([CH3:37])[cH:35][cH:36]4)[cH:28][cH:29]3)[n:17][cH:18][n:19][c:20]2[cH:21][cH:22]1)[NH:41][CH3:40]. Starting materials: ClC(C(=O)OC)=C (methyl 2-chloroacrylate), ClC1=CC=C(C(C#N)NC(C(F)(F)F)=O)C=C1 (N-(p-chloro-α-cyanobenzyl)-2,2,2-tri-fluoroacetamide), CN(C=O)C (dimethylformamide), FC(S(=O)(=O)O)(F)F (trifluoromethanesulfonic acid). Solvent: O (water), C(C)(=O)OCC (ethyl acetate), C1(=CC=CC=C1)C (toluene). Conditions: time 3 hour. Yields the product ClC1=CC=C(C=C1)C=1NC(=CC1C(=O)OC)C(F)(F)F (Methyl 2-(p-chlorophenyl)-5-(trifluoromethyl)-pyrrole-3-carboxylate). Yield: 62.0%. RXN SMILES: [Cl:1][C:2]1[CH:17]=[CH:16][C:5]([CH:6]([NH:9][C:10](=O)[C:11]([F:14])([F:13])[F:12])C#N)=[CH:4][CH:3]=1.FC(F)(F)S(O)(=O)=O.CN(C)C=O.Cl[C:32](=[CH2:37])[C:33]([O:35][CH3:36])=[O:34]>C1(C)C=CC=CC=1.O.C(OCC)(=O)C>[Cl:1][C:2]1[CH:3]=[CH:4][C:5]([C:6]2[NH:9][C:10]([C:11]([F:12])([F:13])[F:14])=[CH:37][C:32]=2[C:33]([O:35][CH3:36])=[O:34])=[CH:16][CH:17]=1. Reported procedure: A slurry of N-(p-chloro-α-cyanobenzyl)-2,2,2-tri-fluoroacetamide (10.5 g, 0.04 mol) in toluene under a nitrogen atmosphere is cooled to 10° C., treated with trifluoromethanesulfonic acid (12.0 g, 0.08 mol) over 10-15 minutes, allowed to warm to room temperature and stirred for 3 hours. The reaction is monitored by 19F NMR (DMSO-d6) analysis to show completion of the intermediate salt formation. When formation is complete, the mixture is cooled to 10° C., treated with dimethylformamide, treated w... Starting materials: FC(C(=O)O)(F)F (Trifluoroacetic acid), C(C)(C)(C)OC(NCC1=CC(=CC=C1)CO)=O ((3-hydroxymethylbenzyl)carbamic acid tert butylester). Solvent: ClCCl (dichloromethane). Run at time 40 minute. The product is NCC=1C=C(C=CC1)CO ((3-(aminomethyl)phenyl)methanol). The yield is 33.3%. Reaction SMILES: FC(F)(F)C(O)=O.C(OC(=O)[NH:14][CH2:15][C:16]1[CH:21]=[CH:20][CH:19]=[C:18]([CH2:22][OH:23])[CH:17]=1)(C)(C)C>ClCCl>[NH2:14][CH2:15][C:16]1[CH:17]=[C:18]([CH2:22][OH:23])[CH:19]=[CH:20][CH:21]=1. Procedure details: Trifluoroacetic acid (5 ml) was added to a solution of (3-hydroxymethylbenzyl)carbamic acid tert butylester (1.70 g, 7.17 mmol) in dichloromethane (5 ml). The reaction mixture was stirred for 40 min. The solvent was removed in vacuo. The residue was dissolved in dichloromethane (40 ml). The solvent was removed in vacuo. The latter procedure was repeated twice. The residue was dissolved in water (50 ml) and an 1 N aqueous solution of sodium hydroxide (100 ml). It was washed with tert-butyl methyl... Starting materials: COC=1C=C2C(=NC=NC2=CC1OC)C1CCNCC1 (6,7-dimethoxy-4-piperidin-4-yl-quinazoline), N(=C=O)C1CCCCC1 (isocyanato-cyclohexane). Run in CN(C)C=O (DMF). The product is C1(CCCCC1)NC(=O)N1CCC(CC1)C1=NC=NC2=CC(=C(C=C12)OC)OC (4-(6,7-Dimethoxy-quinazolin-4-yl)-piperidine-1-carboxylic acid cyclohexylamide). The yield is 50.2%. As a reaction SMILES: [CH3:1][O:2][C:3]1[CH:4]=[C:5]2[C:10](=[CH:11][C:12]=1[O:13][CH3:14])[N:9]=[CH:8][N:7]=[C:6]2[CH:15]1[CH2:20][CH2:19][NH:18][CH2:17][CH2:16]1.[N:21]([CH:24]1[CH2:29][CH2:28][CH2:27][CH2:26][CH2:25]1)=[C:22]=[O:23]>CN(C=O)C>[CH:24]1([NH:21][C:22]([N:18]2[CH2:19][CH2:20][CH:15]([C:6]3[C:5]4[C:10](=[CH:11][C:12]([O:13][CH3:14])=[C:3]([O:2][CH3:1])[CH:4]=4)[N:9]=[CH:8][N:7]=3)[CH2:16][CH2:17]2)=[O:23])[CH2:29][CH2:28][CH2:27][CH2:26][CH2:25]1. Procedure details: A solution of 6,7-dimethoxy-4-piperidin-4-yl-quinazoline (30 mg, 0.110 mmol), as prepared in Example 1d, in DMF (1 mL) was treated with isocyanato-cyclohexane (20.6 mg, 0.165 mmol) at RT overnight. The reaction was then partitioned between EtOAc (10 mL) and H2O (10 mL). The organic phase was dried over Na2SO4 and concentrated in vacuo. Purification by prep tlc (1:9 MeOH/DCM) afforded the title compound as a light yellow solid (22 mg, 50%). 1H NMR (300 MHz, CDCl3) δ 9.08 (s, 1H), 7.38 (s, 1H), 7.... Reactants: [BH4-].[Na+] (Sodium borohydride), FC1=CC=C(C=C1)[C@H](CO)N1[C@H](CCCC1=O)C(=O)OCC (ethyl (R*)-1-[(R*)-1-(4-fluorophenyl)-2-hydroxyethyl]-6-oxopiperidine-2-carboxylate), O (Water), C(C)(=O)OCC (ethyl acetate). The solvent is CO (methanol). Reaction conditions: time 40 minute. Product: FC1=CC=C(C=C1)C1N2C([C@@H](OC1)O)CCCC2=O ((R*)-4-(4-fluorophenyl)-1-hydroxyhexahydropyrido[2,1-c][1,4]oxazin-6-one). The yield is 73.6%. RXN SMILES: [BH4-].[Na+].[F:3][C:4]1[CH:9]=[CH:8][C:7]([C@@H:10]([N:13]2[C:18](=[O:19])[CH2:17][CH2:16][CH2:15][C@@H:14]2[C:20]([O:22][CH2:23]C)=[O:21])CO)=[CH:6][CH:5]=1.O.C(OCC)(=O)C>CO>[F:3][C:4]1[CH:5]=[CH:6][C:7]([CH:10]2[CH2:23][O:22][C@@H:20]([OH:21])[CH:14]3[CH2:15][CH2:16][CH2:17][C:18](=[O:19])[N:13]23)=[CH:8][CH:9]=1 |f:0.1|. Procedure details: Sodium borohydride (70.9 mg) was added to a solution of ethyl (R*)-1-[(R*)-1-(4-fluorophenyl)-2-hydroxyethyl]-6-oxopiperidine-2-carboxylate (290 mg) in methanol (5.0 mL) under ice-cooling, and the reaction solution was stirred for one hour and 40 minutes. Water and ethyl acetate were added to the reaction solution, and the organic layer was separated. The resulting organic layer was washed with brine, dried over anhydrous magnesium sulfate, and then concentrated under reduced pressure. The resid... Reactants: FC1=CC=C(C=C1)C=1N=CN(C1C1=CC=C(C=C1)F)C(C)OCC (4,5-bis(4-fluorophenyl)-1-(α-ethoxyethyl)imidazole), FC(C(=O)C)(F)F (1,1,1-trifluoroacetone). Yields the product FC1=CC=C(C=C1)C=1N=C(NC1C1=CC=C(C=C1)F)C(O)(C(F)(F)F)C (4,5-bis(4-fluorophenyl)-α-methyl-α-trifluoromethyl-1H-imidazole-2-methanol). As a reaction SMILES: [F:1][C:2]1[CH:7]=[CH:6][C:5]([C:8]2[N:9]=[CH:10][N:11](C(OCC)C)[C:12]=2[C:13]2[CH:18]=[CH:17][C:16]([F:19])=[CH:15][CH:14]=2)=[CH:4][CH:3]=1.[F:25][C:26]([F:31])([F:30])[C:27]([CH3:29])=[O:28]>>[F:19][C:16]1[CH:17]=[CH:18][C:13]([C:12]2[N:11]=[C:10]([C:27]([CH3:29])([C:26]([F:31])([F:30])[F:25])[OH:28])[NH:9][C:8]=2[C:5]2[CH:4]=[CH:3][C:2]([F:1])=[CH:7][CH:6]=2)=[CH:14][CH:15]=1. Reported procedure: By the procedure described in the second paragraph of Example 1, 4,5-bis(4-fluorophenyl)-1-(α-ethoxyethyl)imidazole was reacted with 1,1,1-trifluoroacetone to give 4,5-bis(4-fluorophenyl)-α-methyl-α-trifluoromethyl-1H-imidazole-2-methanol, m.p. 191°-192°. The infrared and NMR spectra were consistent with the assigned structure. Reactants: C(C)(C)(C)C1=C(OC2CN(C2)C(C(=O)O)=O)C=CC(=C1)F ([3-(2-tert-butyl-4-fluorophenoxy)azetidin-1-yl](oxo)acetic acid), Cl.C(C)N (ethylamine hydrochloride), CCN=C=NCCCN(C)C (EDCI), C=1C=CC2=C(C1)N=NN2O (HOBt). Procedure: To a stirred solution of [3-(2-tert-butyl-4-fluorophenoxy)azetidin-1-yl](oxo)acetic acid (0.27 g, 0.93 mmol) and ethylamine hydrochloride (89 mg, 1.1 mmol) in acetonitrile (20.0 mL) were added EDCI (0.21 g, 1.1 mmol) and HOBt (0.17 g, 1.1 mmol) at room temperature. After 16 h the reaction mixture was concentrated under reduced pressure, the resulting residue was partitioned between ethyl acetate and water and separated. The organic layer was washed with 10% sodium bicarbonate, saturated sodium c... Reaction SMILES: [C:1]([C:5]1[CH:20]=[C:19]([F:21])[CH:18]=[CH:17][C:6]=1[O:7][CH:8]1[CH2:11][N:10]([C:12](=[O:16])[C:13](O)=[O:14])[CH2:9]1)([CH3:4])([CH3:3])[CH3:2].Cl.[CH2:23]([NH2:25])[CH3:24].CCN=C=NCCCN(C)C.C1C=CC2N(O)N=NC=2C=1>C(#N)C>[C:1]([C:5]1[CH:20]=[C:19]([F:21])[CH:18]=[CH:17][C:6]=1[O:7][CH:8]1[CH2:9][N:10]([C:12](=[O:16])[C:13]([NH:25][CH2:23][CH3:24])=[O:14])[CH2:11]1)([CH3:2])([CH3:3])[CH3:4] |f:1.2|. Product: C(C)(C)(C)C1=C(OC2CN(C2)C(C(=O)NCC)=O)C=CC(=C1)F (2-[3-(2-tert-butyl-4-fluorophenoxy)azetidin-1-yl]-N-ethyl-2-oxoacetamide). Solvent: C(C)#N (acetonitrile). Isolated yield 46.7%.